The task is: describe an organic reaction: reactants, conditions, products, and yield. This data is from the Open Reaction Database (ORD), a public repository of structured organic reaction records. Reactants: C[Si](C)(C)C#CC (trimethylsilyl-1-propyne), [Si](C)(C)(C(C)(C)C)OC1C=CC(C1)=O ((RS)-4-oxo-2-cyclopenten-1-yl (t-butyldimethylsilyl) ether), C(CCC)[Li] (n-butyllithium). Run in O1CCCC1 (tetrahydrofuran), O1CCCC1 (tetrahydrofuran), CCCCCC (hexane). Conditions: time 1 hour. The product is [Si](C)(C)(C(C)(C)C)OC1C=CC(C1)(CC#C[Si](C)(C)C)O ((1RS,4RS)-4-hydroxy-4-(3-trimethylsilyl-2-propynyl)-2-cyclopenten-1-yl (t-butyldimethylsilyl) ether). Isolated yield 58.2%. Reaction SMILES: [CH3:1][Si:2]([C:5]#[C:6][CH3:7])([CH3:4])[CH3:3].C([Li])CCC.[Si:13]([O:20][CH:21]1[CH2:25][C:24](=[O:26])[CH:23]=[CH:22]1)([C:16]([CH3:19])([CH3:18])[CH3:17])([CH3:15])[CH3:14]>O1CCCC1.CCCCCC>[Si:13]([O:20][CH:21]1[CH2:25][C:24]([OH:26])([CH2:7][C:6]#[C:5][Si:2]([CH3:4])([CH3:3])[CH3:1])[CH:23]=[CH:22]1)([C:16]([CH3:19])([CH3:18])[CH3:17])([CH3:15])[CH3:14]. Reported procedure: To a solution mixture of 6.5 g of trimethylsilyl-1-propyne and 50 ml of tetrahydrofuran was added under nitrogen stream and at -30° C. 17.4 ml of 1.56 M hexane solution of n-butyllithium and the resulting mixture was stirred at the same temperature for 1 hour. Then, a solution mixture of 10 g of (RS)-4-oxo-2-cyclopenten-1-yl (t-butyldimethylsilyl) ether and 100 ml of tetrahydrofuran was added by drops to the reaction solution obtained above, and the resulting mixture was stirred for further one ...